This data is from the Open Reaction Database (ORD), a public repository of structured organic reaction records. The task is: describe an organic reaction: reactants, conditions, products, and yield Starting materials: ClC=1C=C2C=CC(=CC2=CC1)S(=O)(=O)N[C@@H]1C(N(CC1)[C@H](C(=O)O)C)=O ((2S)-2-((3S)-3-{[(6-chloro-2-naphthyl)sulfonyl]amino}-2-oxopyrrolidin-1-yl)propanoic acid), C12CN(CC(CNC1)C2)C(=O)OC(C)(C)C (3,7-diazabicyclo[3.3.1]nonane-3-carboxylic acid, 1,1-dimethylethyl ester), C12CN(CC(CNC1)C2)C(=O)OC(C)(C)C (3,7-Diazabicyclo[3.3.1]nonane-3-carboxylic acid, 1,1-dimethylethyl ester). The product is ClC=1C=C2C=CC(=CC2=CC1)S(=O)(=O)N[C@@H]1C(N(CC1)[C@H](C(=O)N1C[C@H]2CN(C[C@@H](C1)C2)C(=O)OC(C)(C)C)C)=O (tert-Butyl (1R,5S)-7-[(2S)-2-((3S)-3-{[(6-chloro-2-naphthyl)sulfonyl]amino}-2-oxopyrrolidin-1-yl)propanoyl]-3,7-diazabicyclo[3.3.1]nonane-3-carboxylate). As a reaction SMILES: [Cl:1][C:2]1[CH:3]=[C:4]2[C:9](=[CH:10][CH:11]=1)[CH:8]=[C:7]([S:12]([NH:15][C@H:16]1[CH2:20][CH2:19][N:18]([C@@H:21]([CH3:25])[C:22]([OH:24])=O)[C:17]1=[O:26])(=[O:14])=[O:13])[CH:6]=[CH:5]2.[CH:27]12[CH2:35][CH:31]([CH2:32][NH:33][CH2:34]1)[CH2:30][N:29]([C:36]([O:38][C:39]([CH3:42])([CH3:41])[CH3:40])=[O:37])[CH2:28]2>>[Cl:1][C:2]1[CH:3]=[C:4]2[C:9](=[CH:10][CH:11]=1)[CH:8]=[C:7]([S:12]([NH:15][C@H:16]1[CH2:20][CH2:19][N:18]([C@@H:21]([CH3:25])[C:22]([N:33]3[CH2:34][C@H:27]4[CH2:35][C@H:31]([CH2:30][N:29]([C:36]([O:38][C:39]([CH3:42])([CH3:41])[CH3:40])=[O:37])[CH2:28]4)[CH2:32]3)=[O:24])[C:17]1=[O:26])(=[O:14])=[O:13])[CH:6]=[CH:5]2. Reported procedure: Using (2S)-2-((3S)-3-{[(6-chloro-2-naphthyl)sulfonyl]amino}-2-oxopyrrolidin-1-yl)propanoic acid and 3,7-diazabicyclo[3.3.1]nonane-3-carboxylic acid, 1,1-dimethylethyl ester* and the synthetic procedure described in Example 1, the title compound was prepared. * Reference for 3,7-Diazabicyclo[3.3.1]nonane-3-carboxylic acid, 1,1-dimethylethyl ester: Alstermark, C; Andersson, K; Bjore, A; Bjorsne, M; Lindstedt, A. E; Nilsson, G; Polla, M; Strandlund, G; Ortengren, Y. PCT Int. Appl. (2000), WO 007700... Starting materials: CC(C)O, Clc1nccn2c(C3CCC3)nc(I)c12, N. Product: Nc1nccn2c(C3CCC3)nc(I)c12. Reaction SMILES: [CH:17]([OH:18])([CH3:19])[CH3:20].[Cl:1][c:2]1[c:3]2[n:4]([cH:5][cH:6][n:7]1)[c:8]([CH:12]1[CH2:13][CH2:14][CH2:15]1)[n:9][c:10]2[I:11].[NH3:16]>>[c:2]1([NH2:16])[c:3]2[n:4]([cH:5][cH:6][n:7]1)[c:8]([CH:12]1[CH2:13][CH2:14][CH2:15]1)[n:9][c:10]2[I:11].